Dataset: the Open Reaction Database (ORD), a public repository of structured organic reaction records. Task: describe an organic reaction: reactants, conditions, products, and yield The reactants are CCOC(=O)CCBr, O=C([O-])[O-], CC(C)c1nc2cc(Cl)c(Cl)cc2nc1S, [K+], [K+], CN(C)C=O. The product is CCOC(=O)CCSc1nc2cc(Cl)c(Cl)cc2nc1C(C)C. As a reaction SMILES: [Br:23][CH2:24][CH2:25][C:26](=[O:27])[O:28][CH2:29][CH3:30].[C:17](=[O:18])([O-:19])[O-:20].[Cl:1][c:2]1[cH:3][c:4]2[n:5][c:6]([CH:14]([CH3:15])[CH3:16])[c:7]([SH:13])[n:8][c:9]2[cH:10][c:11]1[Cl:12].[K+:21].[K+:22].[O:31]=[CH:32][N:33]([CH3:34])[CH3:35]>>[Cl:1][c:2]1[cH:3][c:4]2[n:5][c:6]([CH:14]([CH3:15])[CH3:16])[c:7]([S:13][CH2:24][CH2:25][C:26](=[O:27])[O:28][CH2:29][CH3:30])[n:8][c:9]2[cH:10][c:11]1[Cl:12]. RXN SMILES: [Al+3:30].[CH2:1]([CH2:2][CH2:3][CH2:4][CH2:5][CH2:6][CH2:7][CH2:8][CH2:9][CH2:10][CH2:11][CH2:12][CH2:13][CH2:14][CH2:15][CH2:16][CH2:17][CH2:18][CH2:19][CH2:20][CH2:21][CH3:22])[Cl:23].[CH2:34]([NH:35][C:36](=[O:37])[CH:38]=[CH2:39])[CH2:40][CH2:41][CH2:42][CH2:43][CH2:44][CH2:45][CH2:46][CH2:47][CH2:48][CH2:49][CH2:50][CH2:51][CH2:52][CH2:53][CH3:54].[CH3:55][C:56](=[O:57])[CH3:58].[Cl-:29].[Cl-:31].[Cl-:32].[ClH:33].[NH2:24][C:25](=[O:26])[CH:27]=[CH2:28]>>[CH2:1]([CH2:2][CH2:3][CH2:4][CH2:5][CH2:6][CH2:7][CH2:8][CH2:9][CH2:10][CH2:11][CH2:12][CH2:13][CH2:14][CH2:15][CH2:16][CH2:17][CH2:18][CH2:19][CH2:20][CH2:21][CH3:22])[NH:24][C:25](=[O:26])[CH:27]=[CH2:28]. The reactants are [Al+3], CCCCCCCCCCCCCCCCCCCCCCCl, C=CC(=O)NCCCCCCCCCCCCCCCC, CC(C)=O, [Cl-], [Cl-], [Cl-], Cl, C=CC(N)=O. Product: C=CC(=O)NCCCCCCCCCCCCCCCCCCCCCC.